This data is from the Open Reaction Database (ORD), a public repository of structured organic reaction records. The task is: describe an organic reaction: reactants, conditions, products, and yield Reactants: ClC=1C=CC=C2CC(C(C12)=O)CC12CC3CC(CC(C1)C3)C2 (7-Chloro-2-(1-adamantylmethyl)-indan-1-one), C(CO)O (ethylene glycol), C(C)(C)(C)C1=CC=C(C=C1)B(O)O (4-tert-butyl-benzene boronic acid), C([O-])([O-])=O.[Na+].[Na+] (sodium carbonate). The solvent is O (water). Run at temperature 125 celsius. Yields the product C(C)(C)(C)C1=CC=C(C=C1)C=1C=CC=C2CC(C(C12)=O)CC12CC3CC(CC(C1)C3)C2 (7-(4′-tert-Butyl-phenyl)-2-(1-adamantylmethyl)-indan-1-one). RXN SMILES: Cl[C:2]1[CH:3]=[CH:4][CH:5]=[C:6]2[C:10]=1[C:9](=[O:11])[CH:8]([CH2:12][C:13]13[CH2:22][CH:17]4[CH2:18][CH:19]([CH2:21][CH:15]([CH2:16]4)[CH2:14]1)[CH2:20]3)[CH2:7]2.[C:23]([C:27]1[CH:32]=[CH:31][C:30](B(O)O)=[CH:29][CH:28]=1)([CH3:26])([CH3:25])[CH3:24].C(=O)([O-])[O-].[Na+].[Na+].C(O)CO>O>[C:23]([C:27]1[CH:32]=[CH:31][C:30]([C:2]2[CH:3]=[CH:4][CH:5]=[C:6]3[C:10]=2[C:9](=[O:11])[CH:8]([CH2:12][C:13]24[CH2:14][CH:15]5[CH2:21][CH:19]([CH2:18][CH:17]([CH2:16]5)[CH2:22]2)[CH2:20]4)[CH2:7]3)=[CH:29][CH:28]=1)([CH3:26])([CH3:25])[CH3:24] |f:2.3.4|. Procedure details: 71.8 g (228 mmole) 7-Chloro-2-(1-adamantylmethyl)-indan-1-one, 49 g (1.2 eq.) 4-tert-butyl-benzene boronic acid, 53 g sodium carbonate, 750 ml ethylene glycol and 150 ml water were placed in a 2 l—roundbottom flask equipped with a mechanical stirrer and a reflux condenser. The mixture was degassed three times by slight evacuation and recharging with argon. A premixed catalyst solution consisting of 103 mg (0.2 mole %) palladium acetate, 3 ml NaTPPTS (2.6 M in water, 0.8 mole %) and 2 ml of water... Reactants: ClC1=CC=C(N)C=C1 (4-Chloroaniline), ClC=1C(=NC(=NC1F)F)N1CCOCC1 (4-(5-Chloro-2,6-difluoropyrimidin-4-yl)morpholine), C(C)(C)N(C(C)C)CC (N,N-diisopropylethylamine). Solvent: O1CCOCC1 (1,4-dioxane), C(C)(C)O (isopropylalcohol). Run at temperature 110 celsius. Product: ClC=1C(=NC(=NC1N1CCOCC1)F)NC1=CC=C(C=C1)Cl (5-Chloro-N-(4-chlorophenyl)-2-fluoro-6-morpholin-4-ylpyrimidin-4-amine). As a reaction SMILES: [Cl:1][C:2]1[CH:8]=[CH:7][C:5]([NH2:6])=[CH:4][CH:3]=1.[Cl:9][C:10]1[C:11]([N:18]2[CH2:23][CH2:22][O:21][CH2:20][CH2:19]2)=[N:12][C:13]([F:17])=[N:14][C:15]=1F.C(N(CC)C(C)C)(C)C>O1CCOCC1.C(O)(C)C>[Cl:9][C:10]1[C:15]([NH:6][C:5]2[CH:7]=[CH:8][C:2]([Cl:1])=[CH:3][CH:4]=2)=[N:14][C:13]([F:17])=[N:12][C:11]=1[N:18]1[CH2:23][CH2:22][O:21][CH2:20][CH2:19]1. Procedure: 4-Chloroaniline (1.44 g) was added to a solution of the product from step (i) (0.88 g) and N,N-diisopropylethylamine (0.484 g) in 1,4-dioxane (15 ml) and isopropylalcohol (15 ml) and the mixture heated at 110° C. for 6 days. The mixture was partitioned between ethyl acetate and water, the organics dried (MgSO4), and evaporated under reduced pressure. The solid was triturated with ethyl acetate, filtered and the filtrate purified by chromatography on silica eluting with 3% ethyl acetate in toluen... Starting materials: OC1(CCC2(OCC(CO2)(C)C)CC1)CC=O ((9-hydroxy-3,3-dimethyl-1,5-dioxa-spiro[5.5]undec-9-yl)-acetaldehyde), BrC1=CC=C(C=C1)C(C)(C)N (1-(4-bromo-phenyl)-1-methyl-ethylamine), Intermediate 2. Product: BrC1=CC=C(C=C1)C(C)(C)NCCC1(CCC2(OCC(CO2)(C)C)CC1)O (9-{2-[1-(4-Bromo-phenyl)-1-methyl-ethylamino]-ethyl}-3,3-dimethyl-1,5-dioxa-spiro[5.5]undecan-9-ol). Isolated yield 75.0%. As a reaction SMILES: [OH:1][C:2]1([CH2:15][CH:16]=O)[CH2:14][CH2:13][C:5]2([O:10][CH2:9][C:8]([CH3:12])([CH3:11])[CH2:7][O:6]2)[CH2:4][CH2:3]1.[Br:18][C:19]1[CH:24]=[CH:23][C:22]([C:25]([NH2:28])([CH3:27])[CH3:26])=[CH:21][CH:20]=1>>[Br:18][C:19]1[CH:20]=[CH:21][C:22]([C:25]([NH:28][CH2:16][CH2:15][C:2]2([OH:1])[CH2:3][CH2:4][C:5]3([O:6][CH2:7][C:8]([CH3:12])([CH3:11])[CH2:9][O:10]3)[CH2:13][CH2:14]2)([CH3:26])[CH3:27])=[CH:23][CH:24]=1. Reported procedure: The title compound is prepared from (9-hydroxy-3,3-dimethyl-1,5-dioxa-spiro[5.5]undec-9-yl)-acetaldehyde and 1-(4-bromo-phenyl)-1-methyl-ethylamine following a procedure analogous to that described in Step 3 of Intermediate 2. Yield: 75% of theory; LC (method 5): tR=1.12 min; Mass spectrum (ESI+): m/z=440/442 (Br) [M+H]+. Product: C(C1=CC=CC=C1)OC1=CC(=CC2=C1CC(O2)(C)C)C(=O)O (4-Benzyloxy-2,2-dimethyl-2,3-dihydro-benzofuran-6-carboxylic acid). Reaction conditions: temperature 60 celsius. The reactants are [OH-].[Na+] (NaOH), COC(=O)C1=CC2=C(CC(O2)(C)C)C(=C1)OCC1=CC=CC=C1 (4-benzyloxy-2,2-dimethyl-2,3-dihydro-benzofuran-6-carboxylic acid methyl ester). Yield: 88.2%. Reported procedure: NaOH (23 mL, 69 mmol, 3N aqueous solution) was added to a solution of 4-benzyloxy-2,2-dimethyl-2,3-dihydro-benzofuran-6-carboxylic acid methyl ester (77a) (7.18 g, 23 mmol) in MeOH (80 mL). The reaction mixture was heated to 60° C. for 3 hr, and concentrated in vacuo. The residue was diluted with H2O (100 mL) and washed with EtOAc (100 mL). The aqueous phase was acidified with 3N aqueous HCl to pH˜2 to form a white precipitate, which was filtered and dried to give a white solid (6.05 g, 88% yiel... Solvent: CO (MeOH). Reaction SMILES: [OH-].[Na+].C[O:4][C:5]([C:7]1[CH:17]=[C:16]([O:18][CH2:19][C:20]2[CH:25]=[CH:24][CH:23]=[CH:22][CH:21]=2)[C:10]2[CH2:11][C:12]([CH3:15])([CH3:14])[O:13][C:9]=2[CH:8]=1)=[O:6]>CO>[CH2:19]([O:18][C:16]1[C:10]2[CH2:11][C:12]([CH3:15])([CH3:14])[O:13][C:9]=2[CH:8]=[C:7]([C:5]([OH:6])=[O:4])[CH:17]=1)[C:20]1[CH:21]=[CH:22][CH:23]=[CH:24][CH:25]=1 |f:0.1|. Reactants: CC1CN(S(C)(=O)=O)CCC1NCc1ccccc1, CC1COCCC1N, Cl. Product: CC1CN(S(C)(=O)=O)CCC1N. Reaction SMILES: [CH2:1]([c:2]1[cH:3][cH:4][cH:5][cH:6][cH:7]1)[NH:8][CH:9]1[CH:10]([CH3:19])[CH2:11][N:12]([S:15](=[O:16])(=[O:17])[CH3:18])[CH2:13][CH2:14]1.[CH3:21][CH:22]1[CH:23]([NH2:24])[CH2:25][CH2:26][O:27][CH2:28]1.[ClH:20]>>[NH2:8][CH:9]1[CH:10]([CH3:19])[CH2:11][N:12]([S:15](=[O:16])(=[O:17])[CH3:18])[CH2:13][CH2:14]1. The reactants are ClC1=CC=C(C(=N1)NC1=NNC(=C1)OCC)[N+](=O)[O-] (6-chloro-N-(5-ethoxy-1H-pyrazol-3-yl)-3-nitropyridin-2-amine), ClC1=CC=C(C(=N1)NC1=NNC(=C1)OCC)[N+](=O)[O-] (6-chloro-N-(5-ethoxy-1H-pyrazol-3-yl)-3-nitropyridin-2-amine), Cl.N[C@@H](CO)C1=NC=C(C=C1)F ((2R)-2-amino-2-(5-fluoropyridin-2-yl)ethanol hydrochloride), Cl.N[C@@H](CO)C1=NC=C(C=C1)F ((2R)-2-amino-2-(5-fluoropyridin-2-yl)ethanol hydrochloride), C(C)(C)N(CC)C(C)C (diisopropylethylamine). The solvent is CCCCO (n-BuOH), C(C)(=O)OCC (ethyl acetate). Conditions: temperature 70 celsius, time 4 hour. Product: C(C)OC1=CC(=NN1)NC1=C(C=CC(=N1)N[C@@H](CO)C1=NC=C(C=C1)F)[N+](=O)[O-] ((2R)-2-({6-[(5-Ethoxy-1H-pyrazol-3-yl)amino]-5-nitropyridin-2-yl}amino)-2-(5-fluoropyridin-2-yl)ethanol). Yield: 70.3%. As a reaction SMILES: Cl[C:2]1[N:7]=[C:6]([NH:8][C:9]2[CH:13]=[C:12]([O:14][CH2:15][CH3:16])[NH:11][N:10]=2)[C:5]([N+:17]([O-:19])=[O:18])=[CH:4][CH:3]=1.Cl.[NH2:21][C@H:22]([C:25]1[CH:30]=[CH:29][C:28]([F:31])=[CH:27][N:26]=1)[CH2:23][OH:24].C(N(C(C)C)CC)(C)C>CCCCO.C(OCC)(=O)C>[CH2:15]([O:14][C:12]1[NH:11][N:10]=[C:9]([NH:8][C:6]2[N:7]=[C:2]([NH:21][C@H:22]([C:25]3[CH:30]=[CH:29][C:28]([F:31])=[CH:27][N:26]=3)[CH2:23][OH:24])[CH:3]=[CH:4][C:5]=2[N+:17]([O-:19])=[O:18])[CH:13]=1)[CH3:16] |f:1.2|. Procedure: A mixture of 6-chloro-N-(5-ethoxy-1H-pyrazol-3-yl)-3-nitropyridin-2-amine (Intermediate 26, 0.2 g) and (2R)-2-amino-2-(5-fluoropyridin-2-yl)ethanol hydrochloride (Intermediate 23, 0.15 g) in n-BuOH (5 mL) with diisopropylethylamine (1 mL) was stirred at 70° C. for 4 hours. The resulting mixture was diluted with ethyl acetate (20 mL), and washed with brine (10 mL×3). The organic layer was dried and concentrated. The resulting residue was separated by silica gel column (Hexane/Ethyl acetate) to yi...